Dataset: the Open Reaction Database (ORD), a public repository of structured organic reaction records. Task: describe an organic reaction: reactants, conditions, products, and yield As a reaction SMILES: [Br:1][c:2]1[cH:3][cH:4][c:5]2[c:10]([cH:11]1)[C:9](=[O:12])[CH2:8][CH2:7][CH2:6]2.[CH2:13]([O:14][CH:16]([O:15][CH2:20][CH3:21])[N:17]([CH3:18])[CH3:19])[CH3:22]>>[Br:1][c:2]1[cH:3][cH:4][c:5]2[c:10]([cH:11]1)[C:9](=[O:12])[C:8](=[CH:16][N:17]([CH3:18])[CH3:19])[CH2:7][CH2:6]2. Reactants: O=C1CCCc2ccc(Br)cc21, CCOC(OCC)N(C)C. The product is CN(C)C=C1CCc2ccc(Br)cc2C1=O.